From a dataset of the Open Reaction Database (ORD), a public repository of structured organic reaction records. describe an organic reaction: reactants, conditions, products, and yield Starting materials: CCOC(=O)c1ccc(-c2cccc(-c3cc(N4CCN(C)CC4)ccn3)c2)cc1, CO, [Li+], [OH-], O. The product is CN1CCN(c2ccnc(-c3cccc(-c4ccc(C(=O)O)cc4)c3)c2)CC1. As a reaction SMILES: [CH2:1]([CH3:2])[O:3][C:4](=[O:5])[c:6]1[cH:7][cH:8][c:9](-[c:12]2[cH:13][c:14](-[c:18]3[n:19][cH:20][cH:21][c:22]([N:24]4[CH2:25][CH2:26][N:27]([CH3:30])[CH2:28][CH2:29]4)[cH:23]3)[cH:15][cH:16][cH:17]2)[cH:10][cH:11]1.[CH3:33][OH:34].[Li+:32].[OH-:31].[OH2:35]>>[O:3]=[C:4]([OH:5])[c:6]1[cH:7][cH:8][c:9](-[c:12]2[cH:13][c:14](-[c:18]3[n:19][cH:20][cH:21][c:22]([N:24]4[CH2:25][CH2:26][N:27]([CH3:30])[CH2:28][CH2:29]4)[cH:23]3)[cH:15][cH:16][cH:17]2)[cH:10][cH:11]1.